This data is from the Open Reaction Database (ORD), a public repository of structured organic reaction records. The task is: describe an organic reaction: reactants, conditions, products, and yield Starting materials: CCOC(=O)c1c(Nc2ccc(C3CC3)cc2F)c2cnccc2n1C, CC(=O)O, [Na+], [OH-]. Yields the product Cn1c(C(=O)O)c(Nc2ccc(C3CC3)cc2F)c2cnccc21. RXN SMILES: [CH2:1]([CH3:2])[O:3][C:4](=[O:5])[c:6]1[c:7]([NH:16][c:17]2[c:18]([F:26])[cH:19][c:20]([CH:23]3[CH2:24][CH2:25]3)[cH:21][cH:22]2)[c:8]2[cH:9][n:10][cH:11][cH:12][c:13]2[n:14]1[CH3:15].[CH3:29][C:30](=[O:31])[OH:32].[Na+:28].[OH-:27]>>[O:3]=[C:4]([OH:5])[c:6]1[c:7]([NH:16][c:17]2[c:18]([F:26])[cH:19][c:20]([CH:23]3[CH2:24][CH2:25]3)[cH:21][cH:22]2)[c:8]2[cH:9][n:10][cH:11][cH:12][c:13]2[n:14]1[CH3:15]. Reactants: CCOC(C)=O, CC(C)Oc1cc(C(F)(F)F)nn1-c1ccc(S(C)(=O)=O)cn1, O=C1CCC(=O)N1Cl, CN(C)C=O. The product is CC(C)Oc1c(Cl)c(C(F)(F)F)nn1-c1ccc(S(C)(=O)=O)cn1. RXN SMILES: [CH3:37][CH2:38][O:39][C:40](=[O:41])[CH3:42].[CH:1]([CH3:2])([CH3:3])[O:4][c:5]1[cH:6][c:7]([C:20]([F:21])([F:22])[F:23])[n:8][n:9]1-[c:10]1[n:11][cH:12][c:13]([S:16](=[O:17])(=[O:18])[CH3:19])[cH:14][cH:15]1.[Cl:24][N:25]1[C:26](=[O:27])[CH2:28][CH2:29][C:30]1=[O:31].[O:32]=[CH:33][N:34]([CH3:35])[CH3:36]>>[CH:1]([CH3:2])([CH3:3])[O:4][c:5]1[c:6]([Cl:24])[c:7]([C:20]([F:21])([F:22])[F:23])[n:8][n:9]1-[c:10]1[n:11][cH:12][c:13]([S:16](=[O:17])(=[O:18])[CH3:19])[cH:14][cH:15]1. Starting materials: BrCC(=O)Br (2-bromoacetyl bromide), C(C)NCC (diethylamine), NC1=CC=C(C=C1)C (p-toluidine), BrC1=CC=C(C=C1)S(=O)(=O)Cl (4-bromo-benzenesulfonyl chloride). The product is BrC1=CC=C(C=C1)S(=O)(=O)N(CC(=O)N(CC)CC)C1=CC=C(C=C1)C (2-[(4-Bromo-benzenesulfonyl)-p-tolyl-amino]-N,N-diethyl-acetamide). As a reaction SMILES: Br[CH2:2][C:3](Br)=[O:4].[CH2:6]([NH:8][CH2:9][CH3:10])[CH3:7].[NH2:11][C:12]1[CH:17]=[CH:16][C:15]([CH3:18])=[CH:14][CH:13]=1.[Br:19][C:20]1[CH:25]=[CH:24][C:23]([S:26](Cl)(=[O:28])=[O:27])=[CH:22][CH:21]=1>>[Br:19][C:20]1[CH:25]=[CH:24][C:23]([S:26]([N:11]([C:12]2[CH:17]=[CH:16][C:15]([CH3:18])=[CH:14][CH:13]=2)[CH2:2][C:3]([N:8]([CH2:9][CH3:10])[CH2:6][CH3:7])=[O:4])(=[O:28])=[O:27])=[CH:22][CH:21]=1. Procedure details: prepared by reaction of 2-bromoacetyl bromide with diethylamine, p-toluidine and 4-bromo-benzenesulfonyl chloride Reactants: CCOCOC(C)(C)c1ccc(C(C)(C)OCOCC)c(B2OC(C)(C)C(C)(C)O2)c1, C1CCOC1, Cl. The product is CCOCOC(C)(C)c1ccc(C(C)=O)cc1B1OC(C)(C)C(C)(C)O1. As a reaction SMILES: [CH2:1]([CH3:2])[O:3][CH2:4][O:5][C:6]([CH3:7])([CH3:8])[c:9]1[c:10]([B:23]2[O:24][C:25]([CH3:30])([CH3:31])[C:26]([CH3:28])([CH3:29])[O:27]2)[cH:11][c:12]([C:15]([CH3:16])([O:18][CH2:17][O:19][CH2:20][CH3:21])[CH3:22])[cH:13][cH:14]1.[CH2:33]1[O:34][CH2:35][CH2:36][CH2:37]1.[ClH:32]>>[CH2:1]([CH3:2])[O:3][CH2:4][O:5][C:6]([CH3:7])([CH3:8])[c:9]1[c:10]([B:23]2[O:24][C:25]([CH3:30])([CH3:31])[C:26]([CH3:28])([CH3:29])[O:27]2)[cH:11][c:12]([C:15]([CH3:16])=[O:18])[cH:13][cH:14]1. Starting materials: CCCCO, CS(=O)(=O)c1ccc(Nc2cc(Cl)nc(-c3ccccc3)n2)cc1, OC1CCNCC1. Product: CS(=O)(=O)c1ccc(Nc2cc(N3CCC(O)CC3)nc(-c3ccccc3)n2)cc1. As a reaction SMILES: [CH2:32]([OH:33])[CH2:34][CH2:35][CH3:36].[Cl:1][c:2]1[cH:3][c:4]([NH:14][c:15]2[cH:16][cH:17][c:18]([S:21](=[O:22])(=[O:23])[CH3:24])[cH:19][cH:20]2)[n:5][c:6](-[c:8]2[cH:9][cH:10][cH:11][cH:12][cH:13]2)[n:7]1.[OH:25][CH:26]1[CH2:27][CH2:28][NH:29][CH2:30][CH2:31]1>>[c:2]1([N:29]2[CH2:28][CH2:27][CH:26]([OH:25])[CH2:31][CH2:30]2)[cH:3][c:4]([NH:14][c:15]2[cH:16][cH:17][c:18]([S:21](=[O:22])(=[O:23])[CH3:24])[cH:19][cH:20]2)[n:5][c:6](-[c:8]2[cH:9][cH:10][cH:11][cH:12][cH:13]2)[n:7]1.